Dataset: the Open Reaction Database (ORD), a public repository of structured organic reaction records. Task: describe an organic reaction: reactants, conditions, products, and yield Reactants: NC1=NC(=C(C(=N1)S(=O)C)C#N)C=1OC(=CC1)C (2-amino-4-methanesulfinyl-6-(5-methyl-furan-2-yl)-pyrimidine-5-carbonitrile), M{37Cl} H+, M{35Cl} H+, Cl.NCC1=NC=C(C=C1Cl)C(F)(F)F (2-aminomethyl-3-chloro-5-(trifluoromethyl)pyridine hydrochloride), C1CCC2=NCCCN2CC1 (DBU). Run in COCCOC (DME). Yields the product NC1=NC(=C(C(=N1)NCC1=NC=C(C=C1Cl)C(F)(F)F)C#N)C=1OC(=CC1)C (2-Amino-4-[(3-chloro-5-trifluoromethyl-pyridin-2-yl-methyl)-amino]-6-(5-methyl-furan-2-yl)-pyrimidine-5-carbonitrile). As a reaction SMILES: [NH2:1][C:2]1[N:7]=[C:6](S(C)=O)[C:5]([C:11]#[N:12])=[C:4]([C:13]2[O:14][C:15]([CH3:18])=[CH:16][CH:17]=2)[N:3]=1.Cl.[NH2:20][CH2:21][C:22]1[C:27]([Cl:28])=[CH:26][C:25]([C:29]([F:32])([F:31])[F:30])=[CH:24][N:23]=1.C1CCN2C(=NCCC2)CC1>COCCOC>[NH2:1][C:2]1[N:7]=[C:6]([NH:20][CH2:21][C:22]2[C:27]([Cl:28])=[CH:26][C:25]([C:29]([F:32])([F:31])[F:30])=[CH:24][N:23]=2)[C:5]([C:11]#[N:12])=[C:4]([C:13]2[O:14][C:15]([CH3:18])=[CH:16][CH:17]=2)[N:3]=1 |f:1.2|. Procedure details: From 2-amino-4-methanesulfinyl-6-(5-methyl-furan-2-yl)-pyrimidine-5-carbonitrile, 2-aminomethyl-3-chloro-5-(trifluoromethyl)pyridine hydrochloride and DBU in DME. ES-MS m/e (%): 411 (M{37Cl}+H+, 45), 409 (M{35Cl}+H+, 100). Reactants: CC(=O)O[BH-](OC(C)=O)OC(C)=O, C=O, COc1ccc(NS(=O)(=O)c2cccc3c2OC(F)(F)O3)cc1N1CCNCC1, ClCCl, Cl, [Na+], [Na+], [Na+], O=S(=O)([O-])[O-]. The product is COc1ccc(NS(=O)(=O)c2cccc3c2OC(F)(F)O3)cc1N1CCN(C)CC1. Reaction SMILES: [C:33]([O:34][BH-:35]([O:36][C:37](=[O:38])[CH3:39])[O:40][C:41](=[O:42])[CH3:43])(=[O:44])[CH3:45].[CH2:31]=[O:32].[CH3:2][O:3][c:4]1[c:5]([N:25]2[CH2:26][CH2:27][NH:28][CH2:29][CH2:30]2)[cH:6][c:7]([NH:10][S:11](=[O:12])(=[O:13])[c:14]2[cH:15][cH:16][cH:17][c:18]3[c:22]2[O:21][C:20]([F:23])([F:24])[O:19]3)[cH:8][cH:9]1.[Cl:54][CH2:55][Cl:56].[ClH:1].[Na+:46].[Na+:47].[Na+:48].[O-:49][S:50](=[O:51])(=[O:52])[O-:53]>>[CH3:2][O:3][c:4]1[c:5]([N:25]2[CH2:26][CH2:27][N:28]([CH3:33])[CH2:29][CH2:30]2)[cH:6][c:7]([NH:10][S:11](=[O:12])(=[O:13])[c:14]2[cH:15][cH:16][cH:17][c:18]3[c:22]2[O:21][C:20]([F:23])([F:24])[O:19]3)[cH:8][cH:9]1.